From a dataset of the Open Reaction Database (ORD), a public repository of structured organic reaction records. describe an organic reaction: reactants, conditions, products, and yield The reactants are C1(=CC=CC=C1)C=1N=C(SC1C#C[Si](C)(C)C)N (4-phenyl-5-trimethylsilanylethynyl-thiazol-2-ylamine), C(=O)([O-])[O-].[K+].[K+] (K2CO3). Solvent: CO (MeOH). Run at time 2 hour. The product is C(#C)C1=C(N=C(S1)N)C1=CC=CC=C1 (5-Ethynyl-4-phenyl-thiazol-2-ylamine). Yield: 84.8%. RXN SMILES: [C:1]1([C:7]2[N:8]=[C:9]([NH2:18])[S:10][C:11]=2[C:12]#[C:13][Si](C)(C)C)[CH:6]=[CH:5][CH:4]=[CH:3][CH:2]=1.C([O-])([O-])=O.[K+].[K+]>CO>[C:12]([C:11]1[S:10][C:9]([NH2:18])=[N:8][C:7]=1[C:1]1[CH:6]=[CH:5][CH:4]=[CH:3][CH:2]=1)#[CH:13] |f:1.2.3|. Reported procedure: To the above prepared 4-phenyl-5-trimethylsilanylethynyl-thiazol-2-ylamine (1.070 g, 3.927 mmol), dissolved in 14 mL of MeOH, was added K2CO3 (0.814 g, 1.5 eq.)) and the mixture was stirred for 2 h at ambient temperature. Pouring onto crashed ice/NH4Cl, twofold extraction with ethyl acetate, washing with water and brine, drying over sodium sulfate, and evaporation to dryness, followed by flash chromatography (SiO2, hexane/ethyl acetate=7/3), gave 0.667 g of the title compound as dark brown visco... Reactants: N1(C=NC=C1)CCOC=1C=C(C=CC1)NC1=NC=CC(=N1)C=1SC=CC1 (N-[3-[2-(1H-imidazol-1-yl)ethoxy]phenyl]-4-(2-thienyl)-2-pyrimidinamine), C(CCC(=O)O)(=O)O (succinic acid). Solvent: C(C)O (ethyl alcohol), C(C)O (ethyl alcohol). Product: C(CCC(=O)O)(=O)O.N1(C=NC=C1)CCOC=1C=C(C=CC1)NC1=NC=CC(=N1)C=1SC=CC1 (N-[3-[2-(1H-Imidazol-1-yl)ethoxy]phenyl]-4-(2-thienyl)-2-pyrimidinamine butanedioate). RXN SMILES: [N:1]1([CH2:6][CH2:7][O:8][C:9]2[CH:10]=[C:11]([NH:15][C:16]3[N:21]=[C:20]([C:22]4[S:23][CH:24]=[CH:25][CH:26]=4)[CH:19]=[CH:18][N:17]=3)[CH:12]=[CH:13][CH:14]=2)[CH:5]=[CH:4][N:3]=[CH:2]1.[C:27]([OH:34])(=[O:33])[CH2:28][CH2:29][C:30]([OH:32])=[O:31]>C(O)C>[C:27]([OH:34])(=[O:33])[CH2:28][CH2:29][C:30]([OH:32])=[O:31].[N:1]1([CH2:6][CH2:7][O:8][C:9]2[CH:10]=[C:11]([NH:15][C:16]3[N:21]=[C:20]([C:22]4[S:23][CH:24]=[CH:25][CH:26]=4)[CH:19]=[CH:18][N:17]=3)[CH:12]=[CH:13][CH:14]=2)[CH:5]=[CH:4][N:3]=[CH:2]1 |f:3.4|. Procedure details: To a solution of 1.0 g of N-[3-[2-(1H-imidazol-1-yl)ethoxy]phenyl]-4-(2-thienyl)-2-pyrimidinamine in 10 ml of hot ethyl alcohol is added 5 ml of ethyl alcohol containing 0.32 g of succinic acid. Crystals begin to form and the reaction mixture is cooled. The solid is collected by filtration, washed with ethyl alcohol and dried to afford the desired product. Reactants: CN(C)CC(N)CC(=O)OCc1ccccc1, Cl, Cl, O=C(O)CCCCCCCCCc1ccccc1. Yields the product CN(C)CC(CC(=O)OCc1ccccc1)NC(=O)CCCCCCCCCc1ccccc1. As a reaction SMILES: [CH2:21]([c:22]1[cH:23][cH:24][cH:25][cH:26][cH:27]1)[O:28][C:29]([CH2:30][CH:31]([CH2:32][N:33]([CH3:34])[CH3:35])[NH2:36])=[O:37].[ClH:19].[ClH:20].[c:1]1([CH2:7][CH2:8][CH2:9][CH2:10][CH2:11][CH2:12][CH2:13][CH2:14][CH2:15][C:16](=[O:17])[OH:18])[cH:2][cH:3][cH:4][cH:5][cH:6]1>>[c:1]1([CH2:7][CH2:8][CH2:9][CH2:10][CH2:11][CH2:12][CH2:13][CH2:14][CH2:15][C:16](=[O:18])[NH:36][CH:31]([CH2:30][C:29]([O:28][CH2:21][c:22]2[cH:23][cH:24][cH:25][cH:26][cH:27]2)=[O:37])[CH2:32][N:33]([CH3:34])[CH3:35])[cH:2][cH:3][cH:4][cH:5][cH:6]1. Starting materials: [N+](=O)([O-])C1=C(C=CC=C1)S (2-Nitrothiophenol), BrC(C)C (2-bromopropane), C([O-])([O-])=O.[K+].[K+] (potassium carbonate). Run in CC(=O)C (acetone). Yields the product C(C)(C)SC1=C(C=CC=C1)[N+](=O)[O-] (2-isopropylmercaptonitrobenzene). RXN SMILES: [N+:1]([C:4]1[CH:9]=[CH:8][CH:7]=[CH:6][C:5]=1[SH:10])([O-:3])=[O:2].Br[CH:12]([CH3:14])[CH3:13].C(=O)([O-])[O-].[K+].[K+]>CC(C)=O>[CH:12]([S:10][C:5]1[CH:6]=[CH:7][CH:8]=[CH:9][C:4]=1[N+:1]([O-:3])=[O:2])([CH3:14])[CH3:13] |f:2.3.4|. Reported procedure: 2-Nitrothiophenol, 2-bromopropane, potassium carbonate and acetone were refluxed for several hours. The solvent then was removed by rotary evaporation. The crude product was partitioned between methylene chloride and a 10% sodium carbonate solution. The organic phase was distilled to yield 2-isopropylmercaptonitrobenzene. The reactants are CC(=O)OI1(C=2C=CC=CC2C(=O)O1)(OC(=O)C)OC(=O)C (Dess-martin reagent), C(C)(C)(C)OC(CN(C1=NC(=CC=C1)CO)C(=O)OC(C)(C)C)=O (tert-butyl[tert-butoxycarbonyl(6-hydroxymethylpyridin-2-yl)amino]acetate), S(=S)(=O)([O-])[O-].[Na+].[Na+] (sodium thiosulfate). Solvent: C(Cl)Cl (methylene chloride), C(Cl)Cl (methylene chloride). Conditions: time 2 hour. Yields the product C(C)(C)(C)OC(CN(C1=NC(=CC=C1)C=O)C(=O)OC(C)(C)C)=O (tert-Butyl[tert-butoxycarbonyl(6-formylpyridin-2-yl)amino]acetate). The yield is 96.5%. RXN SMILES: CC(OI1(OC(C)=O)(OC(C)=O)OC(=O)C2C=CC=CC1=2)=O.[C:23]([O:27][C:28](=[O:46])[CH2:29][N:30]([C:39]([O:41][C:42]([CH3:45])([CH3:44])[CH3:43])=[O:40])[C:31]1[CH:36]=[CH:35][CH:34]=[C:33]([CH2:37][OH:38])[N:32]=1)([CH3:26])([CH3:25])[CH3:24].S([O-])([O-])(=O)=S.[Na+].[Na+]>C(Cl)Cl>[C:23]([O:27][C:28](=[O:46])[CH2:29][N:30]([C:39]([O:41][C:42]([CH3:45])([CH3:44])[CH3:43])=[O:40])[C:31]1[CH:36]=[CH:35][CH:34]=[C:33]([CH:37]=[O:38])[N:32]=1)([CH3:26])([CH3:25])[CH3:24] |f:2.3.4|. Procedure: To a solution of Dess-martin reagent (12.9 g, 30.4 mmol) in methylene chloride (130 ml) was added dropwise a solution of tert-butyl[tert-butoxycarbonyl(6-hydroxymethylpyridin-2-yl)amino]acetate (10.0 g, 29.6 mmol) obtained in Reference Example 3-(b) in methylene chloride (50 ml) over 20 minutes under ice cooling in argon atmosphere. After completion of the dropwise addition, the mixture was stirred at room temperature for 2 hours. After completion of the reaction, a 0.1% aqueous sodium thiosulfa...